This data is from the Open Reaction Database (ORD), a public repository of structured organic reaction records. The task is: describe an organic reaction: reactants, conditions, products, and yield Reactants: CC1=CC(=CC2=C1N=C(N2)CCC)C(=O)O (7-Methyl-2-propyl-3H-benzoimidazole-5-carboxylic acid), CO (MeOH), Cl (hydrogen chloride). Product: COC(=O)C1=CC2=C(N=C(N2)CCC)C(=C1)C (7-Methyl-2-propyl-3H-benzoimidazole-5-carboxylic Acid Methyl Ester). Reaction SMILES: [CH3:1][C:2]1[C:7]2[N:8]=[C:9]([CH2:11][CH2:12][CH3:13])[NH:10][C:6]=2[CH:5]=[C:4]([C:14]([OH:16])=[O:15])[CH:3]=1.Cl.[CH3:18]O>>[CH3:18][O:15][C:14]([C:4]1[CH:3]=[C:2]([CH3:1])[C:7]2[N:8]=[C:9]([CH2:11][CH2:12][CH3:13])[NH:10][C:6]=2[CH:5]=1)=[O:16]. Procedure: 7-Methyl-2-propyl-3H-benzoimidazole-5-carboxylic acid (30.0 g, 137 mmol) was dissolved in MeOH (550 mL) and added to a round bottom flask, followed by the addition of 20 mL of a hydrogen chloride solution (30:70, conc. HCl:water). The mixture was refluxed for 12 hours then concentrated under reduced pressure to afford the title compound as a yellow solid (31.8 g, 137 mmol). MS m/z: [M+H+] calcd for C13H16N2O2, 233.12. found 233.2. As a reaction SMILES: [C:1]1([S:7](OC)=O)[CH:6]=[CH:5][CH:4]=[CH:3][CH:2]=1.[H-].[K+].[CH3:13][C@H:14]1[C@H:19]([CH2:20][CH:21]=[CH2:22])[CH2:18][CH2:17][C:16](=[O:23])[CH2:15]1.Cl>C(COC)OC>[CH3:13][CH:14]1[CH2:15][C:16](=[O:23])[CH:17]([S:7][C:1]2[CH:2]=[CH:3][CH:4]=[CH:5][CH:6]=2)[CH2:18][CH:19]1[CH2:20][CH:21]=[CH2:22] |f:1.2|. Run at temperature 0 celsius, time 30 minute. Solvent: C(OC)COC (dimethoxyethane), C(OC)COC (dimethoxyethane). Reported procedure: To a 0° C. mixture of 16.9 g. (0.109 mole) of methyl benzenesulfinate and 8.68 g. (0.217 mole) of potassium hydride in 100 ml. of dimethoxyethane was slowly added a solution of 15.0 g. (0.0987 mole) of trans-3-methyl-4-(2-propenyl)cyclohexanone in 50 ml. of dimethoxyethane. The reaction was stirred 30 minutes longer at 0° C. and then cautiously added to 500 ml. of ice-saturated sodium chloride and 45 ml. 6N hydrochloric acid. The quenched reaction mixture was extracted once with 300 ml. ether an... The product is CC1C(CC(C(C1)=O)SC1=CC=CC=C1)CC=C (5-Methyl-4-(2-propenyl)-2-phenylsulfenylcyclohexanone). Reactants: Cl (hydrochloric acid), C1(=CC=CC=C1)S(=O)OC (methyl benzenesulfinate), sulfenates, [H-].[K+] (potassium hydride), C[C@@H]1CC(CC[C@H]1CC=C)=O (trans-3-methyl-4-(2-propenyl)cyclohexanone). Yield: 32.0%. Run in CN(C)C=O (DMF), C(Cl)Cl (DCM). Reagents/catalysts: TEA. Run at time 8 hour. As a reaction SMILES: [Cl:1][C:2]1[CH:7]=[CH:6][CH:5]=[C:4]([Cl:8])[C:3]=1[CH2:9][S:10]([C:13]1[CH:14]=[C:15]2[C:19](=[CH:20][CH:21]=1)[NH:18][C:17](=[O:22])/[C:16]/2=[CH:23]\[C:24]1[NH:28][C:27]([CH3:29])=[C:26]([CH2:30][C:31]([OH:33])=O)[C:25]=1[CH3:34])(=[O:12])=[O:11].C1C=CC2N(O)N=NC=2C=1.CCN=C=NCCCN(C)C.[CH:56]1([NH:59][C:60]([C@@H:62]2[CH2:67][CH2:66][CH2:65][NH:64][CH2:63]2)=[O:61])[CH2:58][CH2:57]1>CN(C=O)C.C(Cl)Cl>[CH:56]1([NH:59][C:60]([C@@H:62]2[CH2:67][CH2:66][CH2:65][N:64]([C:31](=[O:33])[CH2:30][C:26]3[C:25]([CH3:34])=[C:24](/[CH:23]=[C:16]4\[C:17](=[O:22])[NH:18][C:19]5[C:15]\4=[CH:14][C:13]([S:10]([CH2:9][C:3]4[C:4]([Cl:8])=[CH:5][CH:6]=[CH:7][C:2]=4[Cl:1])(=[O:12])=[O:11])=[CH:21][CH:20]=5)[NH:28][C:27]=3[CH3:29])[CH2:63]2)=[O:61])[CH2:58][CH2:57]1. Procedure: A mixture of {5-[5-(2,6-dichloro-phenylmethanesulfonyl)-2-oxo-1,2-dihydro-indol-(3Z)-ylidenemethyl]-2,4-dimethyl-1H-pyrrol-3-yl}-acetic acid (250 mg, 0.5 mmol), HOBt (65 mg), EDAC (191 mg), (R)-piperidine-3-carboxylic acid cyclopropylamide (250 mg) and TEA (7 drops) in DMF (3 mL) was stirred at rt for overnight. The reaction was diluted with DCM, washed with water, 10% sodium carbonate, dried and concentrated. The residue was purified on a silica gel column to give 107 mg of the titled compound. Starting materials: ClC1=C(C(=CC=C1)Cl)CS(=O)(=O)C=1C=C2/C(/C(NC2=CC1)=O)=C/C1=C(C(=C(N1)C)CC(=O)O)C ({5-[5-(2,6-dichloro-phenylmethanesulfonyl)-2-oxo-1,2-dihydro-indol-(3Z)-ylidenemethyl]-2,4-dimethyl-1H-pyrrol-3-yl}-acetic acid), C=1C=CC2=C(C1)N=NN2O (HOBt), CCN=C=NCCCN(C)C (EDAC), C1(CC1)NC(=O)[C@H]1CNCCC1 ((R)-piperidine-3-carboxylic acid cyclopropylamide). The product is C1(CC1)NC(=O)[C@H]1CN(CCC1)C(CC1=C(NC(=C1C)\C=C\1/C(NC2=CC=C(C=C12)S(=O)(=O)CC1=C(C=CC=C1Cl)Cl)=O)C)=O ((R)-1-(2-{5-[5-(2,6-Dichloro-phenylmethanesulfonyl)-2-oxo-1,2-dihydro-indol-(3Z)-ylidenemethyl]-2,4-dimethyl-1H-pyrrol-3-yl}-acetyl)-piperidine-3-carboxylic acid cyclopropylamide).